Dataset: the Open Reaction Database (ORD), a public repository of structured organic reaction records. Task: describe an organic reaction: reactants, conditions, products, and yield Reactants: CN(C)C=O.CN(C=O)C (DMF dimethylformamide), CN(C)C=1C=CN=CC1.CN(C)C1=NC=CC=C1 (DMAP dimethylaminopyridine). The solvent is CS(=O)C.CS(=O)C (DMSO dimethylsulphoxide). The product is C1CCOC1.O1CCCC1 (THF tetrahydrofuran). RXN SMILES: CN([CH:4]=[O:5])C.CN(C)[CH:8]=[O:9].CN([C:14]1[CH:15]=CN=C[CH:19]=1)C.CN(C1C=[CH:27][CH:26]=[CH:25]N=1)C>CS(C)=O.CS(C)=O>[CH2:19]1[CH2:4][O:5][CH2:15][CH2:14]1.[O:9]1[CH2:8][CH2:27][CH2:26][CH2:25]1 |f:0.1,2.3,4.5,6.7|. Reported procedure: DMF—dimethylformamide; DMSO—dimethylsulphoxide; DMAP—dimethylaminopyridine. Reactants: C[SiH](C)Cl, [Pt], C=CCOc1ccccc1. Yields the product C[Si](C)(Cl)CCCOc1ccccc1. RXN SMILES: [CH3:11][SiH:12]([Cl:13])[CH3:14].[Pt:15].[c:1]1([O:7][CH2:8][CH:9]=[CH2:10])[cH:2][cH:3][cH:4][cH:5][cH:6]1>>[c:1]1([O:7][CH2:8][CH2:9][CH2:10][Si:12]([CH3:11])([Cl:13])[CH3:14])[cH:2][cH:3][cH:4][cH:5][cH:6]1. Reactants: CN(Cc1ccc(OC(F)(F)F)cc1)C(=O)OCC(C)(O)Cn1cc([N+](=O)[O-])nc1Cl, [H-], [Na+], CN(C)C=O. The product is CN(Cc1ccc(OC(F)(F)F)cc1)C(=O)OCC1(C)Cn2cc([N+](=O)[O-])nc2O1. As a reaction SMILES: [CH3:3][N:4]([C:5]([O:6][CH2:7][C:8]([CH2:9][n:10]1[c:11]([Cl:18])[n:12][c:13]([N+:15](=[O:16])[O-:17])[cH:14]1)([CH3:19])[OH:20])=[O:21])[CH2:22][c:23]1[cH:24][cH:25][c:26]([O:29][C:30]([F:31])([F:32])[F:33])[cH:27][cH:28]1.[H-:1].[Na+:2].[O:34]=[CH:35][N:36]([CH3:37])[CH3:38]>>[CH3:3][N:4]([C:5]([O:6][CH2:7][C:8]1([CH3:19])[CH2:9][n:10]2[c:11]([n:12][c:13]([N+:15](=[O:16])[O-:17])[cH:14]2)[O:20]1)=[O:21])[CH2:22][c:23]1[cH:24][cH:25][c:26]([O:29][C:30]([F:31])([F:32])[F:33])[cH:27][cH:28]1. The reactants are IC=1C=NC=CC1C=1OC2=C(N1)C=C(C=C2)C(F)(F)F (2-(3-iodopyridin-4-yl)-5-(trifluoromethyl)benzoxazole), [Cu]C#N (copper (I) cyanide), CN1C(CCC1)=O (1-methyl-2-pyrrolidinone), O (Water). Solvent: C(C)(=O)OCC (ethyl acetate). Conditions: temperature 80 celsius. The product is C(#N)C=1C=NC=CC1C=1OC2=C(N1)C=C(C=C2)C(F)(F)F (2-(3-cyanopyridin-4-yl)-5-(trifluoromethyl)benzoxazole). Yield: 38.0%. RXN SMILES: I[C:2]1[CH:3]=[N:4][CH:5]=[CH:6][C:7]=1[C:8]1[O:9][C:10]2[CH:16]=[CH:15][C:14]([C:17]([F:20])([F:19])[F:18])=[CH:13][C:11]=2[N:12]=1.[Cu][C:22]#[N:23].CN1CCCC1=O.O>C(OCC)(=O)C>[C:22]([C:2]1[CH:3]=[N:4][CH:5]=[CH:6][C:7]=1[C:8]1[O:9][C:10]2[CH:16]=[CH:15][C:14]([C:17]([F:20])([F:19])[F:18])=[CH:13][C:11]=2[N:12]=1)#[N:23]. Reported procedure: A mixture of 0.39 g of 2-(3-iodopyridin-4-yl)-5-(trifluoromethyl)benzoxazole, 0.18 g of copper (I) cyanide and 2 ml of 1-methyl-2-pyrrolidinone was stirred while heating at 80° C. for 2 hours. Water and ethyl acetate were poured into the reaction mixture, which was filtered through Celite™. The resultant filtrate was washed with a saturated sodium chloride solution, dried over anhydrous sodium sulfate, and concentrated under reduced pressure. The residue was subjected to silica gel column chroma... Starting materials: O=C([O-])[O-], ClCc1ccc2nccn2n1, [Cs+], [Cs+], CN(C)C=O, O, COc1ccc(C2=C(c3ccc(O)cc3)C(=O)C(C)(C)O2)cc1. The product is COc1ccc(C2=C(c3ccc(OCc4ccc5nccn5n4)cc3)C(=O)C(C)(C)O2)cc1. Reaction SMILES: [C:24](=[O:25])([O-:26])[O-:27].[Cl:35][CH2:36][c:37]1[cH:38][cH:39][c:40]2[n:41]([n:42]1)[cH:43][cH:44][n:45]2.[Cs+:28].[Cs+:29].[O:30]=[CH:31][N:32]([CH3:33])[CH3:34].[OH2:46].[OH:1][c:2]1[cH:3][cH:4][c:5]([C:8]2=[C:12]([c:13]3[cH:14][cH:15][c:16]([O:19][CH3:20])[cH:17][cH:18]3)[O:11][C:10]([CH3:21])([CH3:22])[C:9]2=[O:23])[cH:6][cH:7]1>>[O:1]([c:2]1[cH:3][cH:4][c:5]([C:8]2=[C:12]([c:13]3[cH:14][cH:15][c:16]([O:19][CH3:20])[cH:17][cH:18]3)[O:11][C:10]([CH3:21])([CH3:22])[C:9]2=[O:23])[cH:6][cH:7]1)[CH2:36][c:37]1[cH:38][cH:39][c:40]2[n:41]([n:42]1)[cH:43][cH:44][n:45]2.